Dataset: the Open Reaction Database (ORD), a public repository of structured organic reaction records. Task: describe an organic reaction: reactants, conditions, products, and yield Reaction SMILES: [C:1]([CH2:3][O:4][C:5]1[CH:16]=[CH:15][C:8]2[O:9][CH:10]=[C:11]([CH2:12][C:13]#[N:14])[C:7]=2[CH:6]=1)#N.[CH2:17](O)COCCOCCO>>[C:11]1([CH2:12][C:13]#[N:14])[C:7]2=[C:6]3[C:5](=[CH:16][CH:15]=[C:8]2[O:9][CH:10]=1)[O:4][CH2:3][CH:1]=[CH:17]3. The product is C1(=COC=2C1=C1C=CCOC1=CC2)CC#N (2-(7H-Furo[3,2-f]chromen-1-yl]acetonitrile). Starting materials: C(#N)COC1=CC2=C(OC=C2CC#N)C=C1 (2-[5-(Cyanomethoxy)benzo[b]furan-3-yl]acetonitrile), C(COCCOCCO)O (triethyleneglycol), water ice. Reported procedure: A mixture of 0.03 mol (6 g) of compound obtained in stage D in 170 ml of triethyleneglycol is refluxed 5 minutes. The reaction is then cooled at room temperature and hydrolysed by a mixture water/ice. The precipitate thus formed is filtrated and recrystallized in isopropanol to yield the title product. Yields the product COC(=O)CCSc1nc(N)c2nc(O)n(Cc3ccccc3)c2n1. RXN SMILES: [Br:26][CH2:27][CH2:28][C:29](=[O:30])[O:31][CH3:32].[C:20](=[O:21])([O-:22])[O-:23].[CH3:33][N:34]([CH3:35])[CH:36]=[O:37].[K+:24].[K+:25].[NH2:1][c:2]1[c:3]2[n:4][c:5]([OH:19])[n:6]([CH2:12][c:13]3[cH:14][cH:15][cH:16][cH:17][cH:18]3)[c:7]2[n:8][c:9]([SH:11])[n:10]1>>[NH2:1][c:2]1[c:3]2[n:4][c:5]([OH:19])[n:6]([CH2:12][c:13]3[cH:14][cH:15][cH:16][cH:17][cH:18]3)[c:7]2[n:8][c:9]([S:11][CH2:27][CH2:28][C:29](=[O:30])[O:31][CH3:32])[n:10]1. Reactants: COC(=O)CCBr, O=C([O-])[O-], CN(C)C=O, [K+], [K+], Nc1nc(S)nc2c1nc(O)n2Cc1ccccc1. Reactants: [Li]CCCC (BuLi), CCCCCC (hexan), CN1CCN(CC1)S(=O)(=O)C (methanesulphonic acid-N'-methylpiperazide), BrCCC1OCCO1 (2-(2-bromoethyl)-1,3-dioxolan). The solvent is O1CCCC1 (tetrahydrofuran), O1CCCC1 (tetrahydrofuran), O.C(Cl)Cl (water methylene chloride). Run at time 90 minute. The product is CN1CCN(CC1)S(=O)(=O)CCCC1OCCO1 (3-(1,3-Dioxolan-2-yl)-propane-1-sulphonic acid-N'-methylpiperazide). The yield is 57.0%. As a reaction SMILES: [Li]CCCC.CCCCCC.[CH3:12][N:13]1[CH2:18][CH2:17][N:16]([S:19]([CH3:22])(=[O:21])=[O:20])[CH2:15][CH2:14]1.Br[CH2:24][CH2:25][CH:26]1[O:30][CH2:29][CH2:28][O:27]1>O1CCCC1.O.C(Cl)Cl>[CH3:12][N:13]1[CH2:14][CH2:15][N:16]([S:19]([CH2:22][CH2:24][CH2:25][CH:26]2[O:30][CH2:29][CH2:28][O:27]2)(=[O:21])=[O:20])[CH2:17][CH2:18]1 |f:5.6|. Procedure details: At 0° to 5° C., 87.5 ml of 1.6 molar BuLi solution in hexan (0.14 mol) are added dropwise to 23 g (0.13 mol) of methanesulphonic acid-N'-methylpiperazide dissolved in 200 ml of anhydrous tetrahydrofuran, the resulting suspension is stirred for 90 minutes at ambient temperature and then 23.4 g of 2-(2-bromoethyl)-1,3-dioxolan (0.13 mol) in 200 ml of anhydrous tetrahydrofuran are added dropwise, forming a clear solution. After 5 hours' stirring the solvent is eliminated, the residue is taken up wi... Starting materials: CN(C1=C(C=C(C=C1OC)C(CS(=O)(=O)C)=O)OC)C (4'-(dimethylamino)-3',5'-dimethoxy-2-(methylsulfonyl)-acetophenone), [BH4-].[Na+] (sodium borohydride), alcohol. Yields the product CN(C1=C(C=C(C(CS(=O)(=O)C)O)C=C1OC)OC)C (4-(dimethylamino)-3,5-dimethoxy-α-[(methylsulfonyl)-methyl]-benzyl alcohol). As a reaction SMILES: [CH3:1][N:2]([CH3:20])[C:3]1[C:8]([O:9][CH3:10])=[CH:7][C:6]([C:11](=[O:17])[CH2:12][S:13]([CH3:16])(=[O:15])=[O:14])=[CH:5][C:4]=1[O:18][CH3:19].[BH4-].[Na+]>>[CH3:20][N:2]([CH3:1])[C:3]1[C:8]([O:9][CH3:10])=[CH:7][C:6]([CH:11]([OH:17])[CH2:12][S:13]([CH3:16])(=[O:14])=[O:15])=[CH:5][C:4]=1[O:18][CH3:19] |f:1.2|. Reported procedure: A suspension of 24 g. of 4'-(dimethylamino)-3',5'-dimethoxy-2-(methylsulfonyl)-acetophenone and 12.1 g. of sodium borohydride in 260 ml. of alcohol was stirred at room temperature for 16 hours, whereby a solution was obtained. After the addition of 260 ml. of water, the alcohol was evaporated under vacuum. The precipitate was removed by filtration with suction, washed with water and recrystallized from ethyl acetate, whereby there was obtained 4-(dimethylamino)-3,5-dimethoxy-α-[(methylsulfonyl)-... Starting materials: [N+](=O)([O-])C=1C=CC2=C(C(=CS2)C(=O)N(CCC)CCC)C1 (5-nitro-N,N-dipropyl-3-benzothiophencarboxamide). Reagents/catalysts: [Fe] (Fe). Solvent: C(C)O (ethanol). The product is NC=1C=CC2=C(C(=CS2)C(=O)N(CCC)CCC)C1 (5-Amino-N,N-dipropyl-3-benzothiophencarboxamide). As a reaction SMILES: [N+:1]([C:4]1[CH:5]=[CH:6][C:7]2[S:11][CH:10]=[C:9]([C:12]([N:14]([CH2:18][CH2:19][CH3:20])[CH2:15][CH2:16][CH3:17])=[O:13])[C:8]=2[CH:21]=1)([O-])=O>C(O)C.[Fe]>[NH2:1][C:4]1[CH:5]=[CH:6][C:7]2[S:11][CH:10]=[C:9]([C:12]([N:14]([CH2:18][CH2:19][CH3:20])[CH2:15][CH2:16][CH3:17])=[O:13])[C:8]=2[CH:21]=1. Reported procedure: 80 g of 5-nitro-N,N-dipropyl-3-benzothiophencarboxamide were reduced with Fe-powder in 90% ethanol as in Example 11. Yield of title compound: 75 g as a semicrystalline product. 1H NMR(CDCl3): 7.0 ppm(d,1H); 6.5 ppm(d,1H); 6.3 ppm(s,1H); 4.4 ppm(dd,1H); 3.0-3.9 ppm(m,8H); 1.4-1.9 ppm(m,4H); 0.9 ppm(d.t.,6H). Reactants: O (H2O), Cl.ClCCN1CCCC1 (1-(2-Chloroethyl)pyrrolidine hydrochloride), BrC1=CC=2C(N(C=CC2O1)C=1C=C2C=NNC2=CC1)=O (2-bromo-5-(1H-indazol-5-yl)furo[3,2-c]pyridin-4(5H)-one), C(=O)([O-])[O-].[Cs+].[Cs+] (Cs2CO3). Run in CS(=O)C (DMSO). Run at temperature 25 celsius, time 14 hour. The product is BrC1=CC=2C(N(C=CC2O1)C=1C=C2C=NN(C2=CC1)CCN1CCCC1)=O (2-Bromo-5-(1-(2-(pyrrolidin-1-yl)ethyl)-1H-indazol-5-yl)furo[3,2-c]pyridin-4(5H)-one). Isolated yield 46.4%. As a reaction SMILES: Cl.Cl[CH2:3][CH2:4][N:5]1[CH2:9][CH2:8][CH2:7][CH2:6]1.[Br:10][C:11]1[O:19][C:18]2[CH:17]=[CH:16][N:15]([C:20]3[CH:21]=[C:22]4[C:26](=[CH:27][CH:28]=3)[NH:25][N:24]=[CH:23]4)[C:14](=[O:29])[C:13]=2[CH:12]=1.C([O-])([O-])=O.[Cs+].[Cs+].O>CS(C)=O>[Br:10][C:11]1[O:19][C:18]2[CH:17]=[CH:16][N:15]([C:20]3[CH:21]=[C:22]4[C:26](=[CH:27][CH:28]=3)[N:25]([CH2:3][CH2:4][N:5]3[CH2:9][CH2:8][CH2:7][CH2:6]3)[N:24]=[CH:23]4)[C:14](=[O:29])[C:13]=2[CH:12]=1 |f:0.1,3.4.5|. Reported procedure: 1-(2-Chloroethyl)pyrrolidine hydrochloride (213 mg, 1.25 mmol) was added to a suspension of 2-bromo-5-(1H-indazol-5-yl)furo[3,2-c]pyridin-4(5H)-one (187 mg, 0.570 mmol) and Cs2CO3 (1.11 g, 3.42 mmol) in anhydrous DMSO (3 mL) and the resulting suspension was stirred at 25° C. for 14 h. H2O (10 mL) was added and the aqueous suspension was filtered. The solid was dried under reduced pressure. Flash chromatography on silica gel [4.75:4.75:0.5 MTBE/CH2Cl2/(9:1 EtOH/NH4OH)] afforded the title compound... The product is OC(CN1C(C2C(C1=O)CCCC2)=O)CO (N-(2,3-dihydroxypropyl)hexahydrophthalimide). Reaction SMILES: [NH2:1][CH2:2][CH:3]([OH:6])[CH2:4][OH:5].[C:7]1(=O)[O:12][C:10](=[O:11])[CH:9]2[CH2:13][CH2:14][CH2:15][CH2:16][CH:8]12>C(O)C>[OH:6][CH:3]([CH2:4][OH:5])[CH2:2][N:1]1[C:10](=[O:11])[CH:9]2[CH2:13][CH2:14][CH2:15][CH2:16][CH:8]2[C:7]1=[O:12]. Yield: 81.0%. Run in C(C)O (ethanol). Procedure details: A 500-ml, two necked flask was equipped with a magnetic stirring bar, heating mantle and condenser. The flask was charged with 46 g of 3-amino-1,2-propanediol (0.50 mol.) and 300 ml of ethanol. Next, 77 g of hexahydrophthalic anhydride (0.50 mol.) was slowly added to the flask after which the reaction was refluxed for 12 hours. The imide formation was confirmed by IR. The ethanol was removed by a rotoevaporator to yield 92 g (81%) of the N-(2,3-dihydroxypropyl)hexahydrophthalimide. Starting materials: C1(C2C(C(=O)O1)CCCC2)=O (hexahydrophthalic anhydride), NCC(CO)O (3-amino-1,2-propanediol), imide. Starting materials: COC(=C(C#N)C#N)C1=CC=C(C=C1)OC1=CC=CC=C1 (2-(methoxy(4-phenoxyphenyl)methylene)malononitrile), BrC1=C(C=C(C=C1)[N+](=O)[O-])NN ((2-bromo-5-nitrophenyl)hydrazine). The solvent is C(C)O (ethanol). Reaction conditions: temperature 70 celsius, time 8 hour. Product: NC1=C(C(=NN1C1=C(C=CC(=C1)[N+](=O)[O-])Br)C1=CC=C(C=C1)OC1=CC=CC=C1)C#N (5-amino-1-(2-bromo-5-nitrophenyl)-3-(4-phenoxyphenyl)-1H-pyrazole-4-carbonitrile). Yield: 20.8%. Reaction SMILES: CO[C:3]([C:9]1[CH:14]=[CH:13][C:12]([O:15][C:16]2[CH:21]=[CH:20][CH:19]=[CH:18][CH:17]=2)=[CH:11][CH:10]=1)=[C:4]([C:7]#[N:8])[C:5]#[N:6].[Br:22][C:23]1[CH:28]=[CH:27][C:26]([N+:29]([O-:31])=[O:30])=[CH:25][C:24]=1[NH:32][NH2:33]>C(O)C>[NH2:6][C:5]1[N:32]([C:24]2[CH:25]=[C:26]([N+:29]([O-:31])=[O:30])[CH:27]=[CH:28][C:23]=2[Br:22])[N:33]=[C:3]([C:9]2[CH:14]=[CH:13][C:12]([O:15][C:16]3[CH:21]=[CH:20][CH:19]=[CH:18][CH:17]=3)=[CH:11][CH:10]=2)[C:4]=1[C:7]#[N:8]. Reported procedure: To a solution of 2-(methoxy(4-phenoxyphenyl)methylene)malononitrile (392 mg, 1.42 mmol) in ethanol (30 mL) was added (2-bromo-5-nitrophenyl)hydrazine (300 mg, 1.29 mmol) in one portion, then the mixture was stirred at 70° C. under N2 overnight. The mixture was concentrated to dryness and chromatographed on 5 g of silica gel using PE/EA (10/1 to 2/1) as eluant to afford 128 mg (21%) of 5-amino-1-(2-bromo-5-nitrophenyl)-3-(4-phenoxyphenyl)-1H-pyrazole-4-carbonitrile as a yellow solid. MS (ESI) m/e... Starting materials: ClC1=C(C(=CC(=C1)Cl)Cl)[N+](=O)[O-] (2,4,6-trichloronitrobenzene), C(O)CN (ethanolamine), ice water. Conditions: time 30 minute. Yields the product ClC1=CC(=C(C(=C1)NCCO)[N+](=O)[O-])NCCO (4-chloro-2-(β-hydroxyethyl)amino-6-(β-hydroxyethyl)aminonitrobenzene). Reaction SMILES: Cl[C:2]1[CH:7]=[C:6]([Cl:8])[CH:5]=[C:4](Cl)[C:3]=1[N+:10]([O-:12])=[O:11].[CH2:13]([CH2:15][NH2:16])[OH:14]>>[Cl:8][C:6]1[CH:5]=[C:4]([NH:16][CH2:15][CH2:13][OH:14])[C:3]([N+:10]([O-:12])=[O:11])=[C:2]([NH:16][CH2:15][CH2:13][OH:14])[CH:7]=1. Reported procedure: 0.132 mole (30 g) of 2,4,6-trichloronitrobenzene is heated to 95° C. in 120 ml of ethanolamine. After 30 minutes, the reaction medium is poured into 240 g of an ice-water mixture. The product expected precipitates. It is drained, washed with water and then dried under vacuum in the presence of phosphorous pentoxide. After recrystallizing from absolute ethanol, it melts at 154° C.